This data is from the Open Reaction Database (ORD), a public repository of structured organic reaction records. The task is: describe an organic reaction: reactants, conditions, products, and yield RXN SMILES: [C:1]([CH3:2])([CH3:3])([CH3:4])[O:5][C:6]([CH2:7][C:8](=[O:9])[c:10]1[cH:11][c:12]([C:16]#[N:17])[n:13][cH:14][cH:15]1)=[O:18].[CH3:39][C:40](=[O:41])[CH3:42].[F:19][C:20]([F:21])([F:22])[C:23]([O:24][C:25](=[O:26])[C:27]([F:28])([F:29])[F:30])=[O:31].[F:32][C:33]([F:34])([F:35])[C:36]([OH:37])=[O:38]>>[C:1]1([CH3:2])([CH3:3])[O:5][C:6](=[O:18])[CH:7]=[C:8]([c:10]2[cH:11][c:12]([C:16]#[N:17])[n:13][cH:14][cH:15]2)[O:9]1. The reactants are CC(C)(C)OC(=O)CC(=O)c1ccnc(C#N)c1, CC(C)=O, O=C(OC(=O)C(F)(F)F)C(F)(F)F, O=C(O)C(F)(F)F. The product is CC1(C)OC(=O)C=C(c2ccnc(C#N)c2)O1. The reactants are CC#N, O=[N+]([O-])c1ccc2snc(Cl)c2c1, NCCN. Product: NCCNc1nsc2ccc([N+](=O)[O-])cc12. As a reaction SMILES: [CH3:18][C:19]#[N:20].[Cl:5][c:6]1[n:7][s:8][c:9]2[c:10]1[cH:11][c:12]([N+:15](=[O:16])[O-:17])[cH:13][cH:14]2.[NH2:1][CH2:2][CH2:3][NH2:4]>>[NH:1]([CH2:2][CH2:3][NH2:4])[c:6]1[n:7][s:8][c:9]2[c:10]1[cH:11][c:12]([N+:15](=[O:16])[O-:17])[cH:13][cH:14]2. Starting materials: N[C@H](COC1=NOC2=C1C=C(C=C2)Cl)CS(=O)(=O)C ((R)-3-(2-amino-3-methanesulfonylpropoxy)-5-chloro-1,2-benzoisoxazole), CC(C)O (2-propanol), Cl (hydrogen chloride). Solvent: C(Cl)Cl (methylene chloride). Product: Cl.N[C@H](COC1=NOC2=C1C=C(C=C2)Cl)CS(=O)(=O)C ((R)-3-(2-amino-3-methanesulfonylpropoxy)-5-chloro-1,2-benzoisoxazole hydrochloride). RXN SMILES: [NH2:1][C@@H:2]([CH2:15][S:16]([CH3:19])(=[O:18])=[O:17])[CH2:3][O:4][C:5]1[C:9]2[CH:10]=[C:11]([Cl:14])[CH:12]=[CH:13][C:8]=2[O:7][N:6]=1.CC(O)C.Cl>C(Cl)Cl>[ClH:14].[NH2:1][C@@H:2]([CH2:15][S:16]([CH3:19])(=[O:17])=[O:18])[CH2:3][O:4][C:5]1[C:9]2[CH:10]=[C:11]([Cl:14])[CH:12]=[CH:13][C:8]=2[O:7][N:6]=1 |f:4.5|. Reported procedure: To a solution of 0.38 g of (R)-3-(2-amino-3-methanesulfonylpropoxy)-5-chloro-1,2-benzoisoxazole in 4 ml of methylene chloride is added 1 ml of a 2-propanol solution (6.5M) of hydrogen chloride, and the crystals precipitated are collected by filtration, to obtain 0.22 g of colorless, crystalline (R)-3-(2-amino-3-methanesulfonylpropoxy)-5-chloro-1,2-benzoisoxazole hydrochloride having a melting point of 189.9°-192.5° C. (decomp.). Starting materials: ClC1=CC=C(CN2C(=NC=3N(C(NC(C23)=O)=O)C)S)C=C1 (7-(4-chlorobenzyl)-8-mercapto-3-methyl-1H-purine-2,6(3H,7H)-dione), Cl[O-].[Na+] (sodium hypochlorite), S(O)(O)(=O)=O (sulfuric acid), ice water. Conditions: time 15 minute. Yields the product ClC1=CC=C(CN2C(=NC=3N(C(NC(C23)=O)=O)C)S(=O)(=O)Cl)C=C1 (7-(4-chlorobenzyl)-3-methyl-2,6-dioxo-2,3,6,7-tetrahydro-1H-purine-8-sulfonyl chloride). Isolated yield 47.6%. RXN SMILES: [Cl:1][C:2]1[CH:21]=[CH:20][C:5]([CH2:6][N:7]2[C:15]3[C:14](=[O:16])[NH:13][C:12](=[O:17])[N:11]([CH3:18])[C:10]=3[N:9]=[C:8]2S)=[CH:4][CH:3]=1.[Cl:22][O-].[Na+].[S:25](=[O:29])(=O)(O)[OH:26]>>[Cl:1][C:2]1[CH:21]=[CH:20][C:5]([CH2:6][N:7]2[C:15]3[C:14](=[O:16])[NH:13][C:12](=[O:17])[N:11]([CH3:18])[C:10]=3[N:9]=[C:8]2[S:25]([Cl:22])(=[O:29])=[O:26])=[CH:4][CH:3]=1 |f:1.2|. Procedure details: To a solution of 7-(4-chlorobenzyl)-8-mercapto-3-methyl-1H-purine-2,6(3H,7H)-dione (400 mg, 1.24 mmol) in concentrated sulfuric acid (5 mL) was added aqueous sodium hypochlorite solution (5 mL, 5% active chlorine) dropwise at 0° C. and the mixture was stirred at room temperature for 15 min. The mixture was poured into ice-water and extracted with ethyl acetate. The organic layer was washed with brine, dried and concentrated to give 7-(4-chlorobenzyl)-3-methyl-2,6-dioxo-2,3,6,7-tetrahydro-1H-puri...